Dataset: the Open Reaction Database (ORD), a public repository of structured organic reaction records. Task: describe an organic reaction: reactants, conditions, products, and yield Reactants: C1(CCCCC1)C1=CC=C(N)C=C1 (4-cyclohexylaniline), ClC1=CC(=C(C=C1)NC(CSCC(=O)O)=O)C(=O)OC ([(2-([4-chloro-2-(methoxycarbonyl)phenyl]amino)-2-oxoethyl)sulfanyl]acetic acid). Yields the product ClC=1C=CC(=C(C(=O)O)C1)NC(CSCC(=O)NC1=CC=C(C=C1)C1CCCCC1)=O (5-chloro-2-([((2-[(4-cyclohexylphenyl)amino]-2-oxoethyl)sulfanyl)acetyl]amino)benzoic acid). Reaction SMILES: [CH:1]1([C:7]2[CH:13]=[CH:12][C:10]([NH2:11])=[CH:9][CH:8]=2)[CH2:6][CH2:5][CH2:4][CH2:3][CH2:2]1.[Cl:14][C:15]1[CH:20]=[CH:19][C:18]([NH:21][C:22](=[O:29])[CH2:23][S:24][CH2:25][C:26](O)=[O:27])=[C:17]([C:30]([O:32]C)=[O:31])[CH:16]=1>>[Cl:14][C:15]1[CH:20]=[CH:19][C:18]([NH:21][C:22](=[O:29])[CH2:23][S:24][CH2:25][C:26]([NH:11][C:10]2[CH:9]=[CH:8][C:7]([CH:1]3[CH2:2][CH2:3][CH2:4][CH2:5][CH2:6]3)=[CH:13][CH:12]=2)=[O:27])=[C:17]([CH:16]=1)[C:30]([OH:32])=[O:31]. Reported procedure: Using the same method as in Example 1-(ii), 4-cyclohexylaniline was reacted with the [(2-([4-chloro-2-(methoxycarbonyl)phenyl]amino)-2-oxoethyl)sulfanyl]acetic acid obtained in Example 12-(i) to give 5-chloro-2-([((2-[(4-cyclohexylphenyl)amino]-2-oxoethyl)sulfanyl)acetyl]amino)benzoic acid.methyl ester (yield: 68%).